The task is: describe an organic reaction: reactants, conditions, products, and yield. This data is from the Open Reaction Database (ORD), a public repository of structured organic reaction records. Starting materials: NC[C@@H]1[C@H](C[C@@H](O1)N1C(=O)NC(=O)C=C1)O (5′-Amino-2′,5′-dideoxyuridine), C(C1=CC=CC=C1)(C1=CC=CC=C1)(C1=CC=CC=C1)Cl (Trityl chloride). Solvent: N1=CC=CC=C1 (pyridine). Run at temperature 50 celsius, time 8 hour. Product: C(C1=CC=CC=C1)(C1=CC=CC=C1)(C1=CC=CC=C1)NC[C@@H]1[C@H](C[C@@H](O1)N1C(=O)NC(=O)C=C1)O (5′-Tritylamino-2′,5′-dideoxyuridine). Isolated yield 48.9%. As a reaction SMILES: [NH2:1][CH2:2][C@H:3]1[O:7][C@@H:6]([N:8]2[CH:15]=[CH:14][C:12](=[O:13])[NH:11][C:9]2=[O:10])[CH2:5][C@@H:4]1[OH:16].[C:17](Cl)([C:30]1[CH:35]=[CH:34][CH:33]=[CH:32][CH:31]=1)([C:24]1[CH:29]=[CH:28][CH:27]=[CH:26][CH:25]=1)[C:18]1[CH:23]=[CH:22][CH:21]=[CH:20][CH:19]=1>N1C=CC=CC=1>[C:17]([NH:1][CH2:2][C@H:3]1[O:7][C@@H:6]([N:8]2[CH:15]=[CH:14][C:12](=[O:13])[NH:11][C:9]2=[O:10])[CH2:5][C@@H:4]1[OH:16])([C:18]1[CH:23]=[CH:22][CH:21]=[CH:20][CH:19]=1)([C:30]1[CH:31]=[CH:32][CH:33]=[CH:34][CH:35]=1)[C:24]1[CH:25]=[CH:26][CH:27]=[CH:28][CH:29]=1. Procedure details: 5′-Amino-2′,5′-dideoxyuridine (0.200 g, 0.88 mmol) was taken in dry pyridine (5 mL) and the mixture was sonicated for a few minutes. Trityl chloride (0.278 g, 1.00 mmol) was added and the reaction mixture was stirred at 50° C. overnight. The reaction was then quenched with water (20 mL). The crude mixture was extracted with DCM (3×10 mL). The organic layers were combined, washed with water (10 mL), dried over MgSO4 and concentrated on the rotary evaporator. The resultant brown oil was further pu...